This data is from the Open Reaction Database (ORD), a public repository of structured organic reaction records. The task is: describe an organic reaction: reactants, conditions, products, and yield Reactants: C1COCCN1, Nc1c2c(nc3ccccc13)CCCC2, Cc1ccccc1, O=Cc1ccc(C(F)(F)F)cc1. The product is FC(F)(F)c1ccc(C=Nc2c3c(nc4ccccc24)CCCC3)cc1. Reaction SMILES: [CH2:16]1[NH:17][CH2:18][CH2:19][O:20][CH2:21]1.[CH2:1]1[CH2:2][CH2:3][CH2:4][c:5]2[n:6][c:7]3[cH:8][cH:9][cH:10][cH:11][c:12]3[c:13]([NH2:15])[c:14]21.[CH3:34][c:35]1[cH:36][cH:37][cH:38][cH:39][cH:40]1.[F:22][C:23]([c:24]1[cH:25][cH:26][c:27]([CH:28]=[O:29])[cH:30][cH:31]1)([F:32])[F:33]>>[CH2:1]1[CH2:2][CH2:3][CH2:4][c:5]2[n:6][c:7]3[cH:8][cH:9][cH:10][cH:11][c:12]3[c:13]([N:15]=[CH:28][c:27]3[cH:26][cH:25][c:24]([C:23]([F:22])([F:32])[F:33])[cH:31][cH:30]3)[c:14]21. The reactants are FC(C=1C=C(CNC(=O)C2=CC(=NC=C2)C2=C(C=CC(=C2)N(CCOC)CCOC)NC(=O)C=2C=C(CSCCC(=O)OC(C)(C)C)C=CC2)C=CC1)(F)F (tert-butyl 3-(3-((2-(4-((3-(trifluoromethyl)benzyl)carbamoyl)pyridin-2-yl)-4-(bis(2-methoxyethyl)amino)phenyl)-carbamoyl)benzylthio)propanoate), FC(C(=O)O)(F)F (trifluoroacetic acid). The solvent is ClCCl (dichloromethane). Conditions: temperature 25 celsius, time 4 hour. Product: FC(C=1C=C(CNC(=O)C2=CC(=NC=C2)C2=C(C=CC(=C2)N(CCOC)CCOC)NC(=O)C=2C=C(CSCCC(=O)O)C=CC2)C=CC1)(F)F (3-(3-((2-(4-((3-(trifluoromethyl)benzyl)carbamoyl)pyridin-2-yl)-4-(bis(2-methoxyethyl)amino)phenyl)carbamoyl)benzylthio)propanoic acid). As a reaction SMILES: [F:1][C:2]([F:55])([F:54])[C:3]1[CH:4]=[C:5]([CH:51]=[CH:52][CH:53]=1)[CH2:6][NH:7][C:8]([C:10]1[CH:15]=[CH:14][N:13]=[C:12]([C:16]2[CH:21]=[C:20]([N:22]([CH2:27][CH2:28][O:29][CH3:30])[CH2:23][CH2:24][O:25][CH3:26])[CH:19]=[CH:18][C:17]=2[NH:31][C:32]([C:34]2[CH:35]=[C:36]([CH:48]=[CH:49][CH:50]=2)[CH2:37][S:38][CH2:39][CH2:40][C:41]([O:43]C(C)(C)C)=[O:42])=[O:33])[CH:11]=1)=[O:9].FC(F)(F)C(O)=O>ClCCl>[F:55][C:2]([F:1])([F:54])[C:3]1[CH:4]=[C:5]([CH:51]=[CH:52][CH:53]=1)[CH2:6][NH:7][C:8]([C:10]1[CH:15]=[CH:14][N:13]=[C:12]([C:16]2[CH:21]=[C:20]([N:22]([CH2:27][CH2:28][O:29][CH3:30])[CH2:23][CH2:24][O:25][CH3:26])[CH:19]=[CH:18][C:17]=2[NH:31][C:32]([C:34]2[CH:35]=[C:36]([CH:48]=[CH:49][CH:50]=2)[CH2:37][S:38][CH2:39][CH2:40][C:41]([OH:43])=[O:42])=[O:33])[CH:11]=1)=[O:9]. Reported procedure: Into a 50-mL round bottom flask, was placed a solution of tert-butyl 3-(3-((2-(4-((3-(trifluoromethyl)benzyl)carbamoyl)pyridin-2-yl)-4-(bis(2-methoxyethyl)amino)phenyl)-carbamoyl)benzylthio)propanoate (160 mg, 0.21 mmol, 1.00 equiv) in dichloromethane (8 mL), and trifluoroacetic acid (2 mL). The resulting solution was stirred for 4 h at 25° C. in an oil bath. The reaction progress was monitored by LCMS. The resulting mixture was concentrated under vacuum. The crude product (125 mg) was purified ... Starting materials: [N+](=O)([O-])C1=CC=C(C=C1)[C@@H]1CC[C@H](CC1)NC(C)=O (trans N-[4-(p-nitrophenyl)cyclohexyl]acetamide). The reagents and catalysts are [Pt]=O (platinum oxide). The solvent is C(C)O (ethanol). Yields the product NC1=CC=C(C=C1)[C@@H]1CC[C@H](CC1)NC(C)=O (trans N-[4-(p-aminophenyl)cyclohexyl]acetamide). Yield: 87.0%. RXN SMILES: [N+:1]([C:4]1[CH:9]=[CH:8][C:7]([C@H:10]2[CH2:15][CH2:14][C@H:13]([NH:16][C:17](=[O:19])[CH3:18])[CH2:12][CH2:11]2)=[CH:6][CH:5]=1)([O-])=O>[Pt]=O.C(O)C>[NH2:1][C:4]1[CH:9]=[CH:8][C:7]([C@H:10]2[CH2:11][CH2:12][C@H:13]([NH:16][C:17](=[O:19])[CH3:18])[CH2:14][CH2:15]2)=[CH:6][CH:5]=1. Reported procedure: A mixture of 2.62 g. of trans N-[4-(p-nitrophenyl)cyclohexyl]acetamide (obtained as in Example 81) and 10 g. of Adams' platinum oxide catalyst in 150 ml. of ethanol is shaken under hydrogen (for about 10 minutes) until the theoretically required amount of the gas is absorbed. The catalyst is removed on a filter and the filtrate evaporated to dryness. The residual solid is recrystallized from aqueous methanol to give 2.03 g. (87% yield) of trans N-[4-(p-aminophenyl)cyclohexyl]acetamide having a m...